From a dataset of the Open Reaction Database (ORD), a public repository of structured organic reaction records. describe an organic reaction: reactants, conditions, products, and yield Reactants: COCCCBr, COC(=O)c1ccc2c(C)c[nH]c2c1, [H-], [Na+], CN(C)C=O. Yields the product COCCCn1cc(C)c2ccc(C(=O)OC)cc21. As a reaction SMILES: [Br:17][CH2:18][CH2:19][CH2:20][O:21][CH3:22].[CH3:1][O:2][C:3](=[O:4])[c:5]1[cH:6][cH:7][c:8]2[c:9]([CH3:14])[cH:10][nH:11][c:12]2[cH:13]1.[H-:16].[Na+:15].[O:23]=[CH:24][N:25]([CH3:26])[CH3:27]>>[CH3:1][O:2][C:3](=[O:4])[c:5]1[cH:6][cH:7][c:8]2[c:9]([CH3:14])[cH:10][n:11]([CH2:18][CH2:19][CH2:20][O:21][CH3:22])[c:12]2[cH:13]1.